From a dataset of the Open Reaction Database (ORD), a public repository of structured organic reaction records. describe an organic reaction: reactants, conditions, products, and yield Starting materials: ClC1=NC=2CC(CC(C2C=C1)=O)(C)C (2-chloro-7,7-dimethyl-7,8-dihydro-6H-quinolin-5-one), C(#C)C1=CC=CC=C1 (ethynylbenzene). The reagents and catalysts are C=1C=CC(=CC1)[P](C=2C=CC=CC2)(C=3C=CC=CC3)[Pd]([P](C=4C=CC=CC4)(C=5C=CC=CC5)C=6C=CC=CC6)([P](C=7C=CC=CC7)(C=8C=CC=CC8)C=9C=CC=CC9)[P](C=1C=CC=CC1)(C=1C=CC=CC1)C=1C=CC=CC1 (tetrakis(triphenylphosphine)palladium). The solvent is C(C)N(CC)CC (triethylamine). Product: C1(=CC=CC=C1)C#CC1=NC=2CCCC(C2C=C1)=O (2-Phenylethynyl-7,8-dihydro-6H-quinolin-5-one). The yield is 14.7%. As a reaction SMILES: Cl[C:2]1[CH:11]=[CH:10][C:9]2[C:8](=[O:12])[CH2:7][C:6](C)(C)[CH2:5][C:4]=2[N:3]=1.[C:15]([C:17]1[CH:22]=[CH:21][CH:20]=[CH:19][CH:18]=1)#[CH:16]>C(N(CC)CC)C.C1C=CC([P]([Pd]([P](C2C=CC=CC=2)(C2C=CC=CC=2)C2C=CC=CC=2)([P](C2C=CC=CC=2)(C2C=CC=CC=2)C2C=CC=CC=2)[P](C2C=CC=CC=2)(C2C=CC=CC=2)C2C=CC=CC=2)(C2C=CC=CC=2)C2C=CC=CC=2)=CC=1>[C:17]1([C:15]#[C:16][C:2]2[CH:11]=[CH:10][C:9]3[C:8](=[O:12])[CH2:7][CH2:6][CH2:5][C:4]=3[N:3]=2)[CH:22]=[CH:21][CH:20]=[CH:19][CH:18]=1 |^1:33,35,54,73|. Procedure details: To a solution of 2-chloro-7,7-dimethyl-7,8-dihydro-6H-quinolin-5-one (0.2 g, 1.1 mmol) and ethynylbenzene (0.17 g, 1.6 mmol) in triethylamine (7 ml) under an argon atmosphere was added tetrakis(triphenylphosphine)palladium (0.02 g, 0.062 mmol). The mixture was heated at reflux for 3 h. Then it was concentrated under reduced pressure and the residue was purified by column chromatography on silica gel to give the title compound (0.04 g, 15%).